Dataset: the Open Reaction Database (ORD), a public repository of structured organic reaction records. Task: describe an organic reaction: reactants, conditions, products, and yield The reactants are O (water), BrC=1C=C(C=CC1)C=1C=NC=2N(N1)C(=NN2)C2(CC2)C=2C=C1C=CC=NC1=CC2 (6-{1-[6-(3-bromophenyl)[1,2,4]triazolo[4,3-b][1,2,4]triazin-3-yl]cyclopropyl}quinoline), COC1=NC=C(C=C1)B1OC(C(O1)(C)C)(C)C (2-methoxy-5-(4,4,5,5-tetramethyl-1,3,2-dioxaborolan-2-yl)pyridine), P(=O)([O-])([O-])[O-].[K+].[K+].[K+] (potassium phosphate). Reagents/catalysts: C=1C=CC(=CC1)[P](C=2C=CC=CC2)(C=3C=CC=CC3)[Pd]([P](C=4C=CC=CC4)(C=5C=CC=CC5)C=6C=CC=CC6)([P](C=7C=CC=CC7)(C=8C=CC=CC8)C=9C=CC=CC9)[P](C=1C=CC=CC1)(C=1C=CC=CC1)C=1C=CC=CC1 (tetrakis(triphenylphosphine)palladium(0)). Run in O1CCOCC1 (1,4-dioxane). Reaction conditions: temperature 120 celsius. Product: COC1=CC=C(C=N1)C=1C=C(C=CC1)C=1C=NC=2N(N1)C(=NN2)C2(CC2)C=2C=C1C=CC=NC1=CC2 (6-(1-{6-[3-(6-Methoxypyridin-3-yl)phenyl][1,2,4]triazolo[4,3-b][1,2,4]triazin-3-yl}cyclopropyl)quinoline). Isolated yield 58.9%. As a reaction SMILES: Br[C:2]1[CH:3]=[C:4]([C:8]2[CH:9]=[N:10][C:11]3[N:12]([C:14]([C:17]4([C:20]5[CH:21]=[C:22]6[C:27](=[CH:28][CH:29]=5)[N:26]=[CH:25][CH:24]=[CH:23]6)[CH2:19][CH2:18]4)=[N:15][N:16]=3)[N:13]=2)[CH:5]=[CH:6][CH:7]=1.[CH3:30][O:31][C:32]1[CH:37]=[CH:36][C:35](B2OC(C)(C)C(C)(C)O2)=[CH:34][N:33]=1.P([O-])([O-])([O-])=O.[K+].[K+].[K+].O>O1CCOCC1.C1C=CC([P]([Pd]([P](C2C=CC=CC=2)(C2C=CC=CC=2)C2C=CC=CC=2)([P](C2C=CC=CC=2)(C2C=CC=CC=2)C2C=CC=CC=2)[P](C2C=CC=CC=2)(C2C=CC=CC=2)C2C=CC=CC=2)(C2C=CC=CC=2)C2C=CC=CC=2)=CC=1>[CH3:30][O:31][C:32]1[N:33]=[CH:34][C:35]([C:2]2[CH:3]=[C:4]([C:8]3[CH:9]=[N:10][C:11]4[N:12]([C:14]([C:17]5([C:20]6[CH:21]=[C:22]7[C:27](=[CH:28][CH:29]=6)[N:26]=[CH:25][CH:24]=[CH:23]7)[CH2:19][CH2:18]5)=[N:15][N:16]=4)[N:13]=3)[CH:5]=[CH:6][CH:7]=2)=[CH:36][CH:37]=1 |f:2.3.4.5,^1:65,67,86,105|. Reported procedure: To a mixture of 6-{1-[6-(3-bromophenyl)[1,2,4]triazolo[4,3-b][1,2,4]triazin-3-yl]cyclopropyl}quinoline (16 mg, 0.036 mmol), 2-methoxy-5-(4,4,5,5-tetramethyl-1,3,2-dioxaborolan-2-yl)pyridine (10 mg, 0.043 mmol), and potassium phosphate (30 mg, 0.14 mmol) in 1,4-dioxane (0.5 mL) was added tetrakis(triphenylphosphine)palladium(0) (3 mg) and water (0.1 mL). The resulting mixture was heated at 120° C. overnight. The reaction mixture was cooled to RT and concentrated. The residue was dissolved in MeOH... Reported procedure: A 25 mL round-bottomed flask was charged with methyl 2-chloro-6-methoxypyrimidine-4-carboxylate [sad105-055 crude] (74 mg, 1 equiv.) under argon. 1M DIBAL-H in dichloromethane (0.73 mL, 2 equiv.) was added over 5 min and the reaction mixture was stirred at −78° C. for 45 min. After 0.5 h, LC-MS showed the reaction was complete. The reaction was quenched at −78° C. with methanol (0.5 mL) and then with 10% NH4Cl (2 mL). The solvents were concentrated under reduced pressure and the residue was dilu... Run at temperature -78 celsius, time 45 minute. RXN SMILES: [Cl:1][C:2]1[N:7]=[C:6]([C:8](OC)=[O:9])[CH:5]=[C:4]([O:12][CH3:13])[N:3]=1.CC(C[AlH]CC(C)C)C.ClCCl>>[Cl:1][C:2]1[N:7]=[C:6]([CH:8]=[O:9])[CH:5]=[C:4]([O:12][CH3:13])[N:3]=1. Yields the product crude product, ClC1=NC(=CC(=N1)C=O)OC (2-chloro-6-methoxypyrimidine-4-carbaldehyde). Reactants: ClC1=NC(=CC(=N1)C(=O)OC)OC (methyl 2-chloro-6-methoxypyrimidine-4-carboxylate), CC(C)C[AlH]CC(C)C (DIBAL-H), ClCCl (dichloromethane).